This data is from the Open Reaction Database (ORD), a public repository of structured organic reaction records. The task is: describe an organic reaction: reactants, conditions, products, and yield Yields the product C(C1=CC=CC=C1)(=O)NC1=C(C(=O)OC(C)(C)C)C=CC(=C1)OC1=CC=C(C=C1)C (tert-butyl 2-(benzamido)-4-(4-methylphenoxy)benzoate). The reactants are C(CC(O)(C(=O)O)CC(=O)O)(=O)O (citric acid), C1=CC(=CC=C1O)C (p-cresol), P(=O)([O-])([O-])[O-].[K+].[K+].[K+] (tripotassium phosphate), C(C)(C)(C)P(C1=C(C=CC=C1)C1=C(C=C(C=C1C(C)C)C(C)C)C(C)C)C(C)(C)C (2-(di-tert-butylphosphino)-2′,4′,6′-triisopropylbiphenyl), C(C1=CC=CC=C1)(=O)NC1=C(C(=O)OC(C)(C)C)C=CC(=C1)Br (tert-butyl 2-(benzamido)-4-bromobenzoate), C(C)(C)(C)P(C1=C(C=CC=C1)C1=C(C=C(C=C1C(C)C)C(C)C)C(C)C)C(C)(C)C (2-(di-tert-butylphosphino)-2′,4′,6′-triisopropylbiphenyl). The reagents and catalysts are C(C)(=O)[O-].[Pd+2].C(C)(=O)[O-] (palladium acetate), C(C)(=O)[O-].[Pd+2].C(C)(=O)[O-] (palladium acetate). RXN SMILES: [CH:1]1[C:6]([OH:7])=[CH:5][CH:4]=[C:3]([CH3:8])[CH:2]=1.P([O-])([O-])([O-])=O.[K+].[K+].[K+].C(P(C(C)(C)C)C1C=CC=CC=1C1C(C(C)C)=CC(C(C)C)=CC=1C(C)C)(C)(C)C.[C:47]([NH:55][C:56]1[CH:68]=[C:67](Br)[CH:66]=[CH:65][C:57]=1[C:58]([O:60][C:61]([CH3:64])([CH3:63])[CH3:62])=[O:59])(=[O:54])[C:48]1[CH:53]=[CH:52][CH:51]=[CH:50][CH:49]=1.C(O)(=O)CC(CC(O)=O)(C(O)=O)O>C([O-])(=O)C.[Pd+2].C([O-])(=O)C.C(OCC)(=O)C.C1(C)C=CC=CC=1>[C:47]([NH:55][C:56]1[CH:68]=[C:67]([O:7][C:6]2[CH:1]=[CH:2][C:3]([CH3:8])=[CH:4][CH:5]=2)[CH:66]=[CH:65][C:57]=1[C:58]([O:60][C:61]([CH3:64])([CH3:63])[CH3:62])=[O:59])(=[O:54])[C:48]1[CH:53]=[CH:52][CH:51]=[CH:50][CH:49]=1 |f:1.2.3.4,8.9.10|. Procedure: 0.023 mL of p-cresol, 79 mg of tripotassium phosphate, 2.4 mg of 2-(di-tert-butylphosphino)-2′,4′,6′-triisopropylbiphenyl and 0.8 mg of palladium acetate were added to 1.4 mL of toluene solution containing 70 mg of tert-butyl 2-(benzamido)-4-bromobenzoate at room temperature, and the resulting mixture was heated to reflux under nitrogen atmosphere for 1 hour. After the reaction mixture was cooled to room temperature, 4.7 mg of 2-(di-tert-butylphosphino)-2′,4′,6′-triisopropylbiphenyl and 1.7 mg o... Run in C(C)(=O)OCC (ethyl acetate), C1(=CC=CC=C1)C (toluene).